Task: describe an organic reaction: reactants, conditions, products, and yield. Dataset: the Open Reaction Database (ORD), a public repository of structured organic reaction records The reactants are BrCC(=O)Br (bromoacetyl bromide), P(=O)(O)([O-])[O-].[K+].[K+] (dipotassium hydrogen phosphate), NC1[C@@H]2N(C(=C(CS2)CSC2=NN=NN2C)C(=O)O)C1=O (7-amino-3-(1-methyl-tetrazol-5-ylthio)methylceph-3-em-4-carboxylic acid), P(=O)([O-])([O-])[O-] (phosphate). The solvent is C(C)(=O)OCC (ethyl acetate), C(Cl)Cl (methylene chloride), CN(C=O)C (dimethylformamide), C(C)N(CC)CC (triethylamine). The product is BrCC(=O)NC1[C@@H]2N(C(=C(CS2)CSC2=NN=NN2C)C(=O)O)C1=O (7-Bromoacetylamino-3-(1-methyl-tetrazol-5-ylthio)methyl-ceph-3-em-4-carboxylic acid). As a reaction SMILES: [NH2:1][CH:2]1[C:20](=[O:21])[N:4]2[C:5]([C:17]([OH:19])=[O:18])=[C:6]([CH2:9][S:10][C:11]3[N:15]([CH3:16])[N:14]=[N:13][N:12]=3)[CH2:7][S:8][C@H:3]12.[Br:22][CH2:23][C:24](Br)=[O:25].P([O-])([O-])([O-])=O.P([O-])([O-])(O)=O.[K+].[K+]>CN(C)C=O.C(N(CC)CC)C.C(Cl)Cl.C(OCC)(=O)C>[Br:22][CH2:23][C:24]([NH:1][CH:2]1[C:20](=[O:21])[N:4]2[C:5]([C:17]([OH:19])=[O:18])=[C:6]([CH2:9][S:10][C:11]3[N:15]([CH3:16])[N:14]=[N:13][N:12]=3)[CH2:7][S:8][C@H:3]12)=[O:25] |f:3.4.5|. Reported procedure: 20 g of 7-amino-3-(1-methyl-tetrazol-5-ylthio)methylceph-3-em-4-carboxylic acid are dissolved in 460 ml of dimethylformamide and 15.7 ml of triethylamine. This solution is added dropwise over the course of 25 minutes, whilst stirring vigorously, to a solution, precooled to -20° C., of 14.1 g of bromoacetyl bromide in 115 ml of methylene chloride. During the addition the temperature is kept low, and then the batch is allowed to warm to room temperature and is finally stirred for a further hour at... Reactants: FC(C(C(C1=CC=CC=C1)OC=1C=C2C=NN(C2=CC1)C1=CC=C(C=C1)F)(O)O)(F)F (1,1,1-trifluoro-3-(1-(4-fluorophenyl)-1H-indazol-5-yloxy)-3-phenylpropane-2,2-diol), Cl.NO (hydroxylamine hydrochloride). Run in N1=CC=CC=C1 (pyridine). Run at temperature 115 celsius, time 30 minute. Yields the product FC(C(C(C1=CC=CC=C1)OC=1C=C2C=NN(C2=CC1)C1=CC=C(C=C1)F)=NO)(F)F (1,1,1-trifluoro-3-(1-(4-fluorophenyl)-1H-indazol-5-yloxy)-3-phenylpropan-2-one oxime). Reaction SMILES: [F:1][C:2]([F:31])([F:30])[C:3](O)(O)[CH:4]([O:11][C:12]1[CH:13]=[C:14]2[C:18](=[CH:19][CH:20]=1)[N:17]([C:21]1[CH:26]=[CH:25][C:24]([F:27])=[CH:23][CH:22]=1)[N:16]=[CH:15]2)[C:5]1[CH:10]=[CH:9][CH:8]=[CH:7][CH:6]=1.Cl.[NH2:33][OH:34]>N1C=CC=CC=1>[F:1][C:2]([F:31])([F:30])[C:3](=[N:33][OH:34])[CH:4]([O:11][C:12]1[CH:13]=[C:14]2[C:18](=[CH:19][CH:20]=1)[N:17]([C:21]1[CH:26]=[CH:25][C:24]([F:27])=[CH:23][CH:22]=1)[N:16]=[CH:15]2)[C:5]1[CH:10]=[CH:9][CH:8]=[CH:7][CH:6]=1 |f:1.2|. Reported procedure: 1,1,1-trifluoro-3-(1-(4-fluorophenyl)-1H-indazol-5-yloxy)-3-phenylpropane-2,2-diol (147c) 1.22 g, 2.8 mmol) and hydroxylamine hydrochloride (3.32 g, 48 mmol) was mixed in pyridine (85 mL, dried over 4 Å MS). The mixture was stirred at 115° C. for 30 min, after which time HPLC analysis showed complete reaction. Solvent was evaporated and the residue partitioned between ethyl acetate and water. The phases were separated and the organic phase washed twice with water, followed by brine and then evap... Starting materials: [Al+3], [H-], [H-], [H-], [H-], [Li+], COC(=O)c1ccc(C(C)N)cc1, [Na+], [Na+], C1CCOC1, O, O, O, O, O, O, O, O, O, O, O=S(=O)([O-])[O-]. The product is CC(N)c1ccc(CO)cc1. As a reaction SMILES: [Al+3:2].[H-:1].[H-:4].[H-:5].[H-:6].[Li+:3].[NH2:7][CH:8]([CH3:9])[c:10]1[cH:11][cH:12][c:13]([C:14](=[O:15])[O:16][CH3:17])[cH:18][cH:19]1.[Na+:35].[Na+:36].[O:37]1[CH2:38][CH2:39][CH2:40][CH2:41]1.[OH2:20].[OH2:21].[OH2:22].[OH2:23].[OH2:24].[OH2:25].[OH2:26].[OH2:27].[OH2:28].[OH2:29].[S:30]([O-:31])([O-:32])(=[O:33])=[O:34]>>[NH2:7][CH:8]([CH3:9])[c:10]1[cH:11][cH:12][c:13]([CH2:14][OH:15])[cH:18][cH:19]1. Reactants: ClCCCC(CCCCC)OC(C)=O (1-chloro-4-acetoxynonane), C(C)(=O)OC(CCCN(S(=O)(=O)C)CCCCCCC(=O)OCC)CCCCC(F)(F)F (ethyl 7-[N-(4-acetoxy-9,9,9-trifluorononyl)methanesulfonamido]heptanoate), ClCCCC(CCCCC(F)(F)F)OC(C)=O (1-chloro-4-acetoxy-9,9,9-trifluorononane), product. The product is O[C@@H](C#CCN(S(=O)(=O)C)CCCCCCC(=O)O)CCCCC (7-[N-(4(R)-hydroxy-2-nonynyl)methanesulfonamido]heptanoic acid). As a reaction SMILES: ClCCCC(OC(=O)C)CCCCC.ClCCCC(OC(=O)C)CCCCC(F)(F)F.C([O:35][CH:36]([CH2:56][CH2:57][CH2:58][CH2:59][C:60](F)(F)F)[CH2:37][CH2:38][CH2:39][N:40]([CH2:45][CH2:46][CH2:47][CH2:48][CH2:49][CH2:50][C:51]([O:53]CC)=[O:52])[S:41]([CH3:44])(=[O:43])=[O:42])(=O)C>>[OH:35][C@H:36]([CH2:56][CH2:57][CH2:58][CH2:59][CH3:60])[C:37]#[C:38][CH2:39][N:40]([CH2:45][CH2:46][CH2:47][CH2:48][CH2:49][CH2:50][C:51]([OH:53])=[O:52])[S:41]([CH3:44])(=[O:42])=[O:43]. Procedure details: The synthesis of this compound is carried out as described in Example 1, except that, in Step A, the 1-chloro-4-acetoxynonane is replaced by an equimolar amount of 1-chloro-4-acetoxy-9,9,9-trifluorononane (Example E). The product of Step A is thus ethyl 7-[N-(4-acetoxy-9,9,9-trifluorononyl)methanesulfonamido]heptanoate. The subsequent step yields 7-[N-(4-hydroxy-9,9,9-trifluorononyl)methanesulfonamido]heptanoic acid (B). Product: CC1=CC=C(C2=CC=CC=C12)C=1C=C(C=C(C1)C1=CC=C(C2=CC=CC=C12)C)C=1N=NNN1 (5-(3,5-Bis(4-methylnaphthalen-1-yl)phenyl)-2H-tetrazole). Reactants: C1(=CC=CC=C1)OC (Anisole), C(=O)(C(F)(F)F)O (TFA), C(C1=CC=CC=C1)(C1=CC=CC=C1)N1N=C(N=N1)C1=CC(=CC(=C1)C1=CC=C(C2=CC=CC=C12)C)C1=CC=C(C2=CC=CC=C12)C (2-Benzhydryl-5-(3,5-bis(4-methylnaphthalen-1-yl)phenyl)-2H-tetrazole). Reaction conditions: time 8 hour. Reported procedure: 2-Benzhydryl-5-(3,5-bis(4-methylnaphthalen-1-yl)phenyl)-2H-tetrazole (0.32 g, 0.54 mmol) was dissolved in dichloromethane (2 mL). Anisole (0.3 mL, 2.76 mmol) and TFA (1 mL) were added sequentially. The reaction was stirred overnight, and then concentrated. The residue was purified by flash chromatography (hexane:ethyl acetate:AcOH=30:10:1) to afford 0.22 g (95.5%) of product as a white solid, 1H NMR (DMSO, 500 MHz) δ 8.24 (d, J=1.55 Hz, 2H), 8.25 (d, J=8.15 Hz, 2H), 8.03 (d, J=8.20 Hz, 2H), 7.72... Reaction SMILES: C([N:14]1[N:18]=[N:17][C:16]([C:19]2[CH:24]=[C:23]([C:25]3[C:34]4[C:29](=[CH:30][CH:31]=[CH:32][CH:33]=4)[C:28]([CH3:35])=[CH:27][CH:26]=3)[CH:22]=[C:21]([C:36]3[C:45]4[C:40](=[CH:41][CH:42]=[CH:43][CH:44]=4)[C:39]([CH3:46])=[CH:38][CH:37]=3)[CH:20]=2)=[N:15]1)(C1C=CC=CC=1)C1C=CC=CC=1.C1(OC)C=CC=CC=1.C(O)(C(F)(F)F)=O>ClCCl>[CH3:46][C:39]1[C:40]2[C:45](=[CH:44][CH:43]=[CH:42][CH:41]=2)[C:36]([C:21]2[CH:20]=[C:19]([C:16]3[N:15]=[N:14][NH:18][N:17]=3)[CH:24]=[C:23]([C:25]3[C:34]4[C:29](=[CH:30][CH:31]=[CH:32][CH:33]=4)[C:28]([CH3:35])=[CH:27][CH:26]=3)[CH:22]=2)=[CH:37][CH:38]=1. The solvent is ClCCl (dichloromethane). The yield is 95.5%. Starting materials: [OH-].[Na+] (Sodium hydroxide), [Cl-].[Al+3].[Cl-].[Cl-] (Aluminum chloride), O1CCCC1 (tetrahydrofuran), [H-].[Al+3].[Li+].[H-].[H-].[H-] (lithium aluminum hydride), ClC=1C=CC2=C([C@@H]3[C@H](C(N(C3)C)=O)C3=C(O2)C=CC=C3)C1 (trans-5-chloro-2,3,3a,12b-tetra hydro-2-methyl-1H-dibenz[2,3:6,7]oxepino[4,5-c]pyrrol-1-one), O1CCCC1 (tetrahydrofuran). Conditions: temperature 5 celsius, time 22.5 minute. The product is CN1CC2C=3C=CC=CC3OC=4C=CC(=CC4C2C1)Cl.C(=C\C(=O)O)\C(=O)O (Asenapine Maleate). As a reaction SMILES: [Cl-].[Al+3].[Cl-].[Cl-].[H-].[Al+3].[Li+].[H-].[H-].[H-].[Cl:11][C:12]1[CH:13]=[CH:14][C:15]2[O:26][C:25]3[CH:27]=[CH:28][CH:29]=[CH:30][C:24]=3[C@H:18]3[C:19](=[O:23])[N:20]([CH3:22])[CH2:21][C@@H:17]3[C:16]=2[CH:31]=1.[OH-:32].[Na+].[O:34]1CCCC1>>[CH3:22][N:20]1[CH2:21][CH:17]2[CH:18]([C:24]3[CH:30]=[CH:29][CH:28]=[CH:27][C:25]=3[O:26][C:15]3[CH:14]=[CH:13][C:12]([Cl:11])=[CH:31][C:16]=32)[CH2:19]1.[CH:18](/[C:19]([OH:23])=[O:34])=[CH:24]/[C:25]([OH:26])=[O:32] |f:0.1.2.3,4.5.6.7.8.9,11.12,14.15|. Reported procedure: Aluminum chloride (2.7 g) is added to tetrahydrofuran (60 mL) at 25-30° C. The solution is cooled to 0-10° C. and lithium aluminum hydride (1.08 g) is added. The mixture is stirred for 15-30 minutes. A solution of trans-5-chloro-2,3,3a,12b-tetra hydro-2-methyl-1H-dibenz[2,3:6,7]oxepino[4,5-c]pyrrol-1-one (6.0 g) in tetrahydrofuran (120 mL) is added drop-wise at 0-10° C. and the mixture is maintained for 1 hour. Sodium hydroxide solution (0.6N, 100 mL) is added at 0-10° C. The mixture is extracte... Reported procedure: 0.99 g (3 mmol) of 3-(5-chloromethyl-1,2,4-oxadiazol-3-yl)-5-methyl-5,6-dihydro-4H-imidazo[1,5-a][1,4]benzodiazepin-6-one was stirred at room temperature overnight in 2 g (16 mmol) of dibutylamine and 15 ml of N,N-dimethylformamide. By evaporation of the reaction mixture and chromatography of the residue on silica gel while eluting with ethyl acetate there was obtained 0.82 g (65%) of 3-(5-dibutylaminomethyl-1,2,4-oxadiazol-3-yl)-5-methyl-5,6-dihydro-4H-imidazo[1,5-a][1,4]benzodiazepin-6-one, wh... Yields the product C(CCC)N(CCCC)CC1=NC(=NO1)C=1N=CN2C1CN(C(C1=C2C=CC=C1)=O)C (3-(5-dibutylaminomethyl-1,2,4-oxadiazol-3-yl)-5-methyl-5,6-dihydro-4H-imidazo[1,5-a][1,4]benzodiazepin-6-one). The yield is 64.7%. The reactants are ClCC1=NC(=NO1)C=1N=CN2C1CN(C(C1=C2C=CC=C1)=O)C (3-(5-chloromethyl-1,2,4-oxadiazol-3-yl)-5-methyl-5,6-dihydro-4H-imidazo[1,5-a][1,4]benzodiazepin-6-one), C(CCC)NCCCC (dibutylamine). Solvent: CN(C=O)C (N,N-dimethylformamide). RXN SMILES: Cl[CH2:2][C:3]1[O:7][N:6]=[C:5]([C:8]2[N:9]=[CH:10][N:11]3[C:17]4[CH:18]=[CH:19][CH:20]=[CH:21][C:16]=4[C:15](=[O:22])[N:14]([CH3:23])[CH2:13][C:12]=23)[N:4]=1.[CH2:24]([NH:28][CH2:29][CH2:30][CH2:31][CH3:32])[CH2:25][CH2:26][CH3:27]>CN(C)C=O>[CH2:24]([N:28]([CH2:2][C:3]1[O:7][N:6]=[C:5]([C:8]2[N:9]=[CH:10][N:11]3[C:17]4[CH:18]=[CH:19][CH:20]=[CH:21][C:16]=4[C:15](=[O:22])[N:14]([CH3:23])[CH2:13][C:12]=23)[N:4]=1)[CH2:29][CH2:30][CH2:31][CH3:32])[CH2:25][CH2:26][CH3:27].